Dataset: the Open Reaction Database (ORD), a public repository of structured organic reaction records. Task: describe an organic reaction: reactants, conditions, products, and yield Reactants: O=S(=O)(Cl)c1ccc(Br)s1, CC1CN(c2ccc(Cl)c(N)c2)CC(C)N1, ClCCl, c1ccncc1. Product: CC1CN(c2ccc(Cl)c(NS(=O)(=O)c3ccc(Br)s3)c2)CC(C)N1. Reaction SMILES: [Br:17][c:18]1[cH:19][cH:20][c:21]([S:23](=[O:24])(=[O:25])[Cl:26])[s:22]1.[CH3:1][CH:2]1[CH2:3][N:4]([c:9]2[cH:10][cH:11][c:12]([Cl:16])[c:13]([NH2:14])[cH:15]2)[CH2:5][CH:6]([CH3:8])[NH:7]1.[Cl:27][CH2:28][Cl:29].[n:30]1[cH:31][cH:32][cH:33][cH:34][cH:35]1>>[CH3:1][CH:2]1[CH2:3][N:4]([c:9]2[cH:10][cH:11][c:12]([Cl:16])[c:13]([NH:14][S:23]([c:21]3[cH:20][cH:19][c:18]([Br:17])[s:22]3)(=[O:24])=[O:25])[cH:15]2)[CH2:5][CH:6]([CH3:8])[NH:7]1.